From a dataset of the Open Reaction Database (ORD), a public repository of structured organic reaction records. describe an organic reaction: reactants, conditions, products, and yield The reactants are CC(=O)O, O=C1CCC(=O)N1Cl, O=[N+]([O-])c1ccc2[nH]ncc2c1. Product: O=[N+]([O-])c1ccc2[nH]nc(Cl)c2c1. RXN SMILES: [C:21]([OH:22])(=[O:23])[CH3:24].[Cl:13][N:14]1[C:15](=[O:16])[CH2:17][CH2:18][C:19]1=[O:20].[N+:1](=[O:2])([O-:3])[c:4]1[cH:5][c:6]2[cH:7][n:8][nH:9][c:10]2[cH:11][cH:12]1>>[N+:1](=[O:2])([O-:3])[c:4]1[cH:5][c:6]2[c:7]([Cl:13])[n:8][nH:9][c:10]2[cH:11][cH:12]1. The reactants are FC1=CC=C(C=C1)N (4-fluorobenzenamine), α-bromoamide, C(=O)([O-])[O-].[K+].[K+] (K2CO3), FC(COC1=CC=C(C=C1)N1C(C2C(CC1)CNC2)=O)(F)F (5-[4-(2,2,2-Trifluoro-ethoxy)-phenyl]-octahydro-pyrrolo[3,4-c]pyridin-4-one), BrC(C(=O)O)C(C)C (2-Bromo-3-methylbutanoic acid), O=S(Cl)Cl (SOCl2). Solvent: C(Cl)Cl (DCM), CN(C)C=O (DMF), O (water). Conditions: time 0.5 hour. Yields the product FC1=CC=C(C=C1)NC(C(C(C)C)N1CC2C(N(CCC2C1)C1=CC=C(C=C1)OCC(F)(F)F)=O)=O (N-(4-Fluoro-phenyl)-3-methyl-2-{4-oxo-5-[4-(2,2,2-trifluoro-ethoxy)-phenyl]-octahydro-pyrrolo[3,4-c]pyridin-2-yl}-butyramide). Yield: 0.5%. Reaction SMILES: Br[CH:2]([CH:6]([CH3:8])[CH3:7])[C:3](O)=[O:4].O=S(Cl)Cl.[F:13][C:14]1[CH:19]=[CH:18][C:17]([NH2:20])=[CH:16][CH:15]=1.[F:21][C:22]([F:42])([F:41])[CH2:23][O:24][C:25]1[CH:30]=[CH:29][C:28]([N:31]2[CH2:36][CH2:35][CH:34]3[CH2:37][NH:38][CH2:39][CH:33]3[C:32]2=[O:40])=[CH:27][CH:26]=1.C([O-])([O-])=O.[K+].[K+]>C(Cl)Cl.CN(C=O)C.O>[F:13][C:14]1[CH:19]=[CH:18][C:17]([NH:20][C:3](=[O:4])[CH:2]([N:38]2[CH2:37][CH:34]3[CH:33]([C:32](=[O:40])[N:31]([C:28]4[CH:29]=[CH:30][C:25]([O:24][CH2:23][C:22]([F:21])([F:41])[F:42])=[CH:26][CH:27]=4)[CH2:36][CH2:35]3)[CH2:39]2)[CH:6]([CH3:8])[CH3:7])=[CH:16][CH:15]=1 |f:4.5.6|. Reported procedure: 2-Bromo-3-methylbutanoic acid (2.5 g, 14 mmol) was added to 20 mL of SOCl2. The mixture was refluxed for 1 h. The superfluous SOCl2 was removed. The residue was added into the solution of 4-fluorobenzenamine (1.33 g, 12 mmol) in 10 mL of DCM. The mixture was stirred at ambient temperature for 0.5 h and evaporated to dryness. The crude product (3.0 g, 78%) was used in the subsequent step without further purification. A mixture of 5-[4-(2,2,2-Trifluoro-ethoxy)-phenyl]-octahydro-pyrrolo[3,4-c]pyrid... Starting materials: NC=1NC(C(=C(N1)C1=CC=CC=C1)C#N)=S (2-amino-4-phenyl-6-thioxo-1,6-dihydro-pyrimidine-5-carbonitrile), M—C2H5CH═CH2, C(CCC)Br (butyl bromide), CC[O-].[Na+] (sodium ethylate). The solvent is C(C)O (ethanol). Yields the product NC1=NC(=C(C(=N1)SCCCC)C#N)C1=CC=CC=C1 (2-Amino-4-butylsulfanyl-6-phenyl-pyrimidine-5-carbonitrile). RXN SMILES: [NH2:1][C:2]1[NH:3][C:4](=[S:16])[C:5]([C:14]#[N:15])=[C:6]([C:8]2[CH:13]=[CH:12][CH:11]=[CH:10][CH:9]=2)[N:7]=1.[CH2:17](Br)[CH2:18][CH2:19][CH3:20].CC[O-].[Na+]>C(O)C>[NH2:1][C:2]1[N:3]=[C:4]([S:16][CH2:17][CH2:18][CH2:19][CH3:20])[C:5]([C:14]#[N:15])=[C:6]([C:8]2[CH:13]=[CH:12][CH:11]=[CH:10][CH:9]=2)[N:7]=1 |f:2.3|. Procedure details: From 2-amino-4-phenyl-6-thioxo-1,6-dihydro-pyrimidine-5-carbonitrile, butyl bromide and sodium ethylate in ethanol. EI-MS m/e (%): 284 (M+, 48), 283 ([M—H]+, 100), 241 (([M—C3H7]+, 95), 228 (([M—C2H5CH═CH2]+, 92). The reactants are C(C)(=O)O[C@H]1[C@H](OC=2C=NC=CC2Br)SC[C@H]([C@@H]1OC(C)=O)OC(C)=O (4-bromo-3-pyridinyl 2,3,4-tri-O-acetyl-5-thio-β-D-xylopyranoside), II, CC1=NOC(=C1B(O)O)C (3,5-dimethyl-4-isoxazoleboronic acid). Yields the product C(C)(=O)O[C@H]1[C@H](OC=2C=NC=CC2C=2C(=NOC2C)C)SC[C@H]([C@@H]1OC(C)=O)OC(C)=O (4-(3,5-Dimethyl-4-isoxazolyl)-3-pyridinyl 2,3,4-tri-O-acetyl-5-thio-β-D-xylo-pyranoside), powder. The yield is 30.0%. Reaction SMILES: [C:1]([O:4][C@@H:5]1[C@@H:18]([O:19][C:20](=[O:22])[CH3:21])[C@H:17]([O:23][C:24](=[O:26])[CH3:25])[CH2:16][S:15][C@H:6]1[O:7][C:8]1[CH:9]=[N:10][CH:11]=[CH:12][C:13]=1Br)(=[O:3])[CH3:2].[CH3:27][C:28]1[C:32](B(O)O)=[C:31]([CH3:36])[O:30][N:29]=1>>[C:1]([O:4][C@@H:5]1[C@@H:18]([O:19][C:20](=[O:22])[CH3:21])[C@H:17]([O:23][C:24](=[O:26])[CH3:25])[CH2:16][S:15][C@H:6]1[O:7][C:8]1[CH:9]=[N:10][CH:11]=[CH:12][C:13]=1[C:32]1[C:28]([CH3:27])=[N:29][O:30][C:31]=1[CH3:36])(=[O:3])[CH3:2]. Reported procedure: By carrying out the operation analogously to example 177, starting from 4-bromo-3-pyridinyl 2,3,4-tri-O-acetyl-5-thio-β-D-xylopyranoside, obtained according to preparation II, and 3,5-dimethyl-4-isoxazoleboronic acid, the desired product is obtained in the form of a pink powder (yield=30%). The reactants are CCOC(=O)C(Br)C(=O)OCC, CCCCN(CCCC)CCCC, CCO, CC(=O)O, C=CC=O. The product is CCOC(=O)C(CCC=O)C(=O)OCC. Reaction SMILES: [Br:5][CH:6]([C:7](=[O:8])[O:9][CH2:10][CH3:11])[C:12](=[O:13])[O:14][CH2:15][CH3:16].[CH3:17][CH2:18][CH2:19][CH2:20][N:21]([CH2:22][CH2:23][CH2:24][CH3:25])[CH2:26][CH2:27][CH2:28][CH3:29].[CH3:30][CH2:31][OH:32].[CH3:33][C:34](=[O:35])[OH:36].[CH:1](=[O:2])[CH:3]=[CH2:4]>>[CH:1](=[O:2])[CH2:3][CH2:4][CH:6]([C:7](=[O:8])[O:9][CH2:10][CH3:11])[C:12](=[O:13])[O:14][CH2:15][CH3:16]. Reactants: N(=[N+]=[N-])C1C(N(C1C(=O)OCC)C1=CC=C(C=C1)OC)=O (3-azido-4-carboethoxy-1-(p-methoxyphenyl)-azetidine-2-one). The reagents and catalysts are [Pd] (palladium). Run in C(C)O (ethanol). Product: C(=O)(OCC)C1C(C(N1C1=CC=C(C=C1)OC)=O)N (4-carboethoxy-1-(p-methoxyphenyl)-3-aminoazetidin-2-one). As a reaction SMILES: [N:1]([CH:4]1[CH:7]([C:8]([O:10][CH2:11][CH3:12])=[O:9])[N:6]([C:13]2[CH:18]=[CH:17][C:16]([O:19][CH3:20])=[CH:15][CH:14]=2)[C:5]1=[O:21])=[N+]=[N-]>C(O)C.[Pd]>[C:8]([CH:7]1[N:6]([C:13]2[CH:18]=[CH:17][C:16]([O:19][CH3:20])=[CH:15][CH:14]=2)[C:5](=[O:21])[CH:4]1[NH2:1])([O:10][CH2:11][CH3:12])=[O:9]. Procedure details: A solution of 2.16 g of 3-azido-4-carboethoxy-1-(p-methoxyphenyl)-azetidine-2-one in ethanol was hydrogenated with palladium to yield 4-carboethoxy-1-(p-methoxyphenyl)-3-aminoazetidin-2-one. This amine was acylated with 1.1 ml of trifluoro acetic anhydride in 10 ml CH2Cl2 containing 1.5 ml pyridine, followed by methylation using 1 ml dimethyl sulfate in 30 ml acetone containing 3 g potassium carbonate. After isolation, the crude product was crystallized to give 2.2 g of 4-carboethoxy-1-(p-methox... Starting materials: 15B, BrC=1C=CC(=C(C1)C1(C(N(C2=CC=CC=C12)CCCCC)=O)O)O (3-(5-bromo-2-hydroxyphenyl)-3-hydroxy-1-pentyl-1,3-dihydro-2H-indol-2-one), OC1(C(N(C2=CC=CC=C12)CC(=O)OCC)=O)C=1C=C2CCCC2=CC1O (ethyl [3-hydroxy-3-(6-hydroxy-2,3-dihydro-1H-inden-5-yl)-2-oxo-2,3-dihydro-1H-indol-1-yl]acetate). The product is OC1=C(C=C2CCCC2=C1)C1C(N(C2=CC=CC=C12)CC(=O)OCC)=O (ethyl [3-(6-hydroxy-2,3-dihydro-1H-inden-5-yl)-2-oxo-2,3-dihydro-1H-indol-1-yl]acetate). Reaction SMILES: BrC1C=CC(O)=C(C2(O)C3C(=CC=CC=3)N(CCCCC)C2=O)C=1.O[C:26]1([C:42]2[CH:43]=[C:44]3[C:48](=[CH:49][C:50]=2[OH:51])[CH2:47][CH2:46][CH2:45]3)[C:34]2[C:29](=[CH:30][CH:31]=[CH:32][CH:33]=2)[N:28]([CH2:35][C:36]([O:38][CH2:39][CH3:40])=[O:37])[C:27]1=[O:41]>>[OH:51][C:50]1[CH:49]=[C:48]2[C:44]([CH2:45][CH2:46][CH2:47]2)=[CH:43][C:42]=1[CH:26]1[C:34]2[C:29](=[CH:30][CH:31]=[CH:32][CH:33]=2)[N:28]([CH2:35][C:36]([O:38][CH2:39][CH3:40])=[O:37])[C:27]1=[O:41]. Procedure details: Following the procedure as described in PREPARATION 15B, and making non-critical variations to replace 3-(5-bromo-2-hydroxyphenyl)-3-hydroxy-1-pentyl-1,3-dihydro-2H-indol-2-one with ethyl [3-hydroxy-3-(6-hydroxy-2,3-dihydro-1H-inden-5-yl)-2-oxo-2,3-dihydro-1H-indol-1-yl]acetate, the title compound was obtained: 1H NMR (300 MHz, CDCl3) δ 8.50-7.90 (br, 1H), 7.40-7.32 (m, 2H), 7.38 (td, 1H), 6.94 (s, 1H), 6.84 (d, 1H), 6.75 (s, 1H), 5.16 (s, 1H), 4.48 (ABq, 2H), 4.21 (q, 2H), 2.85 (t, 2H), 2.81-2....